This data is from the Open Reaction Database (ORD), a public repository of structured organic reaction records. The task is: describe an organic reaction: reactants, conditions, products, and yield Reactants: O=C([O-])[O-], CC(=O)[O-], CC(=O)[O-], CC(C)(C)OC(=O)N1CCC(Oc2ccnc(Cl)n2)CC1, [Cs+], [Cs+], Nc1cc(-c2cnc(C3(O)CCC3)s2)cc([N+](=O)[O-])c1, C1COCCO1, [Pd+2]. Yields the product CC(C)(C)OC(=O)N1CCC(Oc2ccnc(Nc3cc(-c4cnc(C5(O)CCC5)s4)cc([N+](=O)[O-])c3)n2)CC1. RXN SMILES: [C:42](=[O:43])([O-:44])[O-:45].[C:54]([O-:55])(=[O:56])[CH3:57].[C:59]([O-:60])(=[O:61])[CH3:62].[Cl:1][c:2]1[n:3][cH:4][cH:5][c:6]([O:8][CH:9]2[CH2:10][CH2:11][N:12]([C:15](=[O:16])[O:17][C:18]([CH3:19])([CH3:20])[CH3:21])[CH2:13][CH2:14]2)[n:7]1.[Cs+:46].[Cs+:47].[NH2:22][c:23]1[cH:24][c:25](-[c:32]2[cH:33][n:34][c:35]([C:37]3([OH:41])[CH2:38][CH2:39][CH2:40]3)[s:36]2)[cH:26][c:27]([N+:29](=[O:30])[O-:31])[cH:28]1.[O:48]1[CH2:49][CH2:50][O:51][CH2:52][CH2:53]1.[Pd+2:58]>>[c:2]1([NH:22][c:23]2[cH:24][c:25](-[c:32]3[cH:33][n:34][c:35]([C:37]4([OH:41])[CH2:38][CH2:39][CH2:40]4)[s:36]3)[cH:26][c:27]([N+:29](=[O:30])[O-:31])[cH:28]2)[n:3][cH:4][cH:5][c:6]([O:8][CH:9]2[CH2:10][CH2:11][N:12]([C:15](=[O:16])[O:17][C:18]([CH3:19])([CH3:20])[CH3:21])[CH2:13][CH2:14]2)[n:7]1. The reactants are O (water), OC1O[C@@H](CC1)C1=CC=C(C=C1)F ((5S)-2-Hydroxy-5-(4-fluorophenyl) tetrahydrofuran), [Si](C)(C)(C(C)(C)C)Cl (t-butyldimethylsilyl chloride), N1C=NC=C1 (imidazole). The solvent is CN(C)C=O (DMF). Conditions: time 8 hour. Yields the product [Si](C)(C)(C(C)(C)C)OC1O[C@@H](CC1)C1=CC=C(C=C1)F ((5S)-2-(t-Butyldimethylsilyloxy)-5-(4-fluorophenyl) tetrahydrofuran). Isolated yield 96.4%. As a reaction SMILES: [OH:1][CH:2]1[CH2:6][CH2:5][C@@H:4]([C:7]2[CH:12]=[CH:11][C:10]([F:13])=[CH:9][CH:8]=2)[O:3]1.[Si:14](Cl)([C:17]([CH3:20])([CH3:19])[CH3:18])([CH3:16])[CH3:15].N1C=CN=C1.O>CN(C=O)C>[Si:14]([O:1][CH:2]1[CH2:6][CH2:5][C@@H:4]([C:7]2[CH:12]=[CH:11][C:10]([F:13])=[CH:9][CH:8]=2)[O:3]1)([C:17]([CH3:20])([CH3:19])[CH3:18])([CH3:16])[CH3:15]. Procedure: (5S)-2-Hydroxy-5-(4-fluorophenyl) tetrahydrofuran (211, 620 mg, 3.5 mmol), t-butyldimethylsilyl chloride (700 mg, 5.25 mmol) and imidazole (595 mg, 8.75 mmol) were dissolved in 2 mL of dry DMF. The resulting solution was stirred under dry argon overnight, poured into 200 mL of water, and extracted with a 2:1 mixture of ethyl acetate and hexane (3×100 mL). The combined organic extracts were washed with water (4×200 mL) and brine (100 mL), dried over sodium sulfate and the solvent was removed in v...